From a dataset of the Open Reaction Database (ORD), a public repository of structured organic reaction records. describe an organic reaction: reactants, conditions, products, and yield Reactants: C1(=CC=CC=C1)C1=NC(=NC=C1C1=CC=CC=C1)N[C@@H]1CC[C@H](CC1)C(=O)OCC (ethyl trans-4-(4,5-diphenylpyrimidin-2-ylamino)-cyclohexanecarboxylate), O1CCCC1 (tetrahydrofuran), [OH-].[Li+] (lithium hydroxide), S(O)(O)(=O)=O (sulfuric acid). Run in O (water). Reaction conditions: time 48 hour. Product: C1(=CC=CC=C1)C1=NC(=NC=C1C1=CC=CC=C1)N[C@@H]1CC[C@H](CC1)C(=O)O (trans-4-(4,5-Diphenylpyrimidin-2-ylamino)cyclohexanecarboxylic Acid). Isolated yield 100.8%. As a reaction SMILES: [C:1]1([C:7]2[C:12]([C:13]3[CH:18]=[CH:17][CH:16]=[CH:15][CH:14]=3)=[CH:11][N:10]=[C:9]([NH:19][C@H:20]3[CH2:25][CH2:24][C@H:23]([C:26]([O:28]CC)=[O:27])[CH2:22][CH2:21]3)[N:8]=2)[CH:6]=[CH:5][CH:4]=[CH:3][CH:2]=1.O1CCCC1.[OH-].[Li+].S(=O)(=O)(O)O>O>[C:1]1([C:7]2[C:12]([C:13]3[CH:18]=[CH:17][CH:16]=[CH:15][CH:14]=3)=[CH:11][N:10]=[C:9]([NH:19][C@H:20]3[CH2:21][CH2:22][C@H:23]([C:26]([OH:28])=[O:27])[CH2:24][CH2:25]3)[N:8]=2)[CH:2]=[CH:3][CH:4]=[CH:5][CH:6]=1 |f:2.3|. Reported procedure: 70 mg (0.17 mmol) of ethyl trans-4-(4,5-diphenylpyrimidin-2-ylamino)-cyclohexanecarboxylate were mixed with 872 μl of tetrahydrofuran and 872 μl of 1N aqueous lithium hydroxide solution and stirred at room temperature for 48 hours. The reaction mixture was diluted with water and acidified with sulfuric acid, and the resulting precipitate was filtered off with suction. 64 mg (98%) of the desired product were obtained. Reactants: C(CCCCCCC=CCCCCCCCCC)OC(CCN(CCCCN(CCC(=O)OCCCCCCCC=CCCCCCCCCC)C(=O)OC(C)(C)C)C(=O)OC(C)(C)C)=O (3-(tert-Butoxycarbonyl-{4-[tert-butoxycarbonyl-(2-octadec-8-enyloxycarbonyl-ethyl)-amino]-butyl}-amino)-propionic acid octadec-8-enyl ester), Cl (HCl). Run in C(Cl)Cl (CH2Cl2), CCOC(=O)C (EtOAc). Conditions: time 2 hour. Yields the product Cl.Cl.C(CCCCCCCC=CCCCCCCCC)OC(CCNCCCCNCCC(=O)OCCCCCCCCC=CCCCCCCCC)=O (3-[4-(2-Octadec-9-enyloxycarbonyl-ethylamino)-butylamino]-propionic acid octadec-9-enyl ester bis hydrochloride salt). Yield: 91.0%. As a reaction SMILES: [CH2:1]([O:19][C:20](=[O:66])[CH2:21][CH2:22][N:23](C(OC(C)(C)C)=O)[CH2:24][CH2:25][CH2:26][CH2:27][N:28](C(OC(C)(C)C)=O)[CH2:29][CH2:30][C:31]([O:33][CH2:34][CH2:35][CH2:36][CH2:37][CH2:38][CH2:39][CH2:40][CH:41]=[CH:42][CH2:43][CH2:44][CH2:45][CH2:46][CH2:47][CH2:48][CH2:49][CH2:50][CH3:51])=[O:32])[CH2:2][CH2:3][CH2:4][CH2:5][CH2:6][CH2:7][CH:8]=[CH:9][CH2:10][CH2:11][CH2:12][CH2:13][CH2:14][CH2:15][CH2:16][CH2:17][CH3:18].[ClH:67]>C(Cl)Cl.CCOC(C)=O>[ClH:67].[ClH:67].[CH2:1]([O:19][C:20](=[O:66])[CH2:21][CH2:22][NH:23][CH2:24][CH2:25][CH2:26][CH2:27][NH:28][CH2:29][CH2:30][C:31]([O:33][CH2:34][CH2:35][CH2:36][CH2:37][CH2:38][CH2:39][CH2:40][CH2:41][CH:42]=[CH:43][CH2:44][CH2:45][CH2:46][CH2:47][CH2:48][CH2:49][CH2:50][CH3:51])=[O:32])[CH2:2][CH2:3][CH2:4][CH2:5][CH2:6][CH2:7][CH2:8][CH:9]=[CH:10][CH2:11][CH2:12][CH2:13][CH2:14][CH2:15][CH2:16][CH2:17][CH3:18] |f:4.5.6|. Reported procedure: The ester 5 (n=4, R=oleyl; 13.0 g, 13.9 mmol) was dissolved in CH2Cl2 (70 mL) and treated with 4M HCl in EtOAc (140 mL). The resulting mixture was stirred at rt. for 2 h, then the solvent was removed in vacuo and the residue was triturated with anhydrous diethyl ether (150 mL) to afford a solid which was dried in vacuo to afford bis hydrochloride 6 as a white powder (10.23 g, 91%). Starting materials: O=C1N(C(C2=C(N1)C=C(S2)C2=CC=CC=C2)=O)C2CCN(CC2)C(=O)OC(C)(C)C (tert-butyl 4-(2,4-dioxo-6-phenyl-1,4-dihydrothieno[3,2-d]pyrimidin-3(2H)-yl)piperidine-1-carboxylate), C(C)(C)(C)C=1OC(=NN1)CCl (2-tert-butyl-5-(chloromethyl)-1,3,4-oxadiazole), C([O-])([O-])=O.[K+].[K+] (potassium carbonate). Solvent: CN(C)C=O (DMF). Reaction conditions: temperature 100 celsius, time 3 hour. Yields the product C(C)(C)(C)C1=NN=C(O1)CN1C(N(C(C2=C1C=C(S2)C2=CC=CC=C2)=O)C2CCN(CC2)C(=O)OC(C)(C)C)=O (tert-butyl 4-{1-[(5-tert-butyl-1,3,4-oxadiazol-2-yl)methyl]-2,4-dioxo-6-phenyl-1,4-dihydrothieno[3,2-d]pyrimidin-3(2H)-yl}piperidine-1-carboxylate). Reaction SMILES: [O:1]=[C:2]1[NH:7][C:6]2[CH:8]=[C:9]([C:11]3[CH:16]=[CH:15][CH:14]=[CH:13][CH:12]=3)[S:10][C:5]=2[C:4](=[O:17])[N:3]1[CH:18]1[CH2:23][CH2:22][N:21]([C:24]([O:26][C:27]([CH3:30])([CH3:29])[CH3:28])=[O:25])[CH2:20][CH2:19]1.[C:31]([C:35]1[O:36][C:37]([CH2:40]Cl)=[N:38][N:39]=1)([CH3:34])([CH3:33])[CH3:32].C(=O)([O-])[O-].[K+].[K+]>CN(C=O)C>[C:31]([C:35]1[O:36][C:37]([CH2:40][N:7]2[C:6]3[CH:8]=[C:9]([C:11]4[CH:16]=[CH:15][CH:14]=[CH:13][CH:12]=4)[S:10][C:5]=3[C:4](=[O:17])[N:3]([CH:18]3[CH2:23][CH2:22][N:21]([C:24]([O:26][C:27]([CH3:30])([CH3:29])[CH3:28])=[O:25])[CH2:20][CH2:19]3)[C:2]2=[O:1])=[N:38][N:39]=1)([CH3:34])([CH3:33])[CH3:32] |f:2.3.4|. Procedure details: To a solution of tert-butyl 4-(2,4-dioxo-6-phenyl-1,4-dihydrothieno[3,2-d]pyrimidin-3(2H)-yl)piperidine-1-carboxylate (2.565 g, compound B50) and 2-tert-butyl-5-(chloromethyl)-1,3,4-oxadiazole (1050 mg, compound D29) in dry DMF (50 ml) is added potassium carbonate (829 mg). The mixture is stirred for 3 h at 100° C. and subsequently poured into ice-cold water. After stirring for 5 min the resulting precipitate is filtered off and dried in vacuo to afford the title compound as a solid Reactants: OC1=CC(=C(C(=C1)C)C=1C(C(CC1OC)CC1CCOCC1)=O)C (2-(4-hydroxy-2,6-dimethylphenyl)-3-methoxy-5-(tetrahydropyran-4-ylmethyl)cyclopent-2-enone). Run in Cl (hydrochloric acid), CC(=O)C (acetone). Reaction conditions: temperature 120 celsius. Yields the product OC1=CC(=C(C(=C1)C)C1C(CC(C1=O)CC1CCOCC1)=O)C (2-(4-hydroxy-2,6-dimethylphenyl)-4-(tetrahydropyran-4-ylmethyl)cyclopentane-1,3-dione). RXN SMILES: [OH:1][C:2]1[CH:7]=[C:6]([CH3:8])[C:5]([C:9]2[C:10](=[O:23])[CH:11]([CH2:16][CH:17]3[CH2:22][CH2:21][O:20][CH2:19][CH2:18]3)[CH2:12][C:13]=2[O:14]C)=[C:4]([CH3:24])[CH:3]=1>Cl.CC(C)=O>[OH:1][C:2]1[CH:3]=[C:4]([CH3:24])[C:5]([CH:9]2[C:10](=[O:23])[CH:11]([CH2:16][CH:17]3[CH2:22][CH2:21][O:20][CH2:19][CH2:18]3)[CH2:12][C:13]2=[O:14])=[C:6]([CH3:8])[CH:7]=1. Reported procedure: A solution of 2-(4-hydroxy-2,6-dimethylphenyl)-3-methoxy-5-(tetrahydropyran-4-ylmethyl)cyclopent-2-enone (0.375 g, 0.0014 mol) in a mixture of 2M hydrochloric acid (3 ml) and acetone (5 ml) is heated at 120° C. for 30 minutes under microwave irradiation. The reaction mixture is concentrated in vacuo then azeotroped with toluene to afford 2-(4-hydroxy-2,6-dimethylphenyl)-4-(tetrahydropyran-4-ylmethyl)cyclopentane-1,3-dione as a cream solid. Reactants: O=C([O-])O, Cc1ccccc1, O=C(Cl)OC1CCCCC1, [Na+], CCCCCCCNCCCCCSc1nc(-c2ccccc2)c(-c2ccccc2)[nH]1. The product is CCCCCCCN(CCCCCSc1nc(-c2ccccc2)c(-c2ccccc2)[nH]1)C(=O)OC1CCCCC1. RXN SMILES: [C:32](=[O:33])([OH:34])[O-:35].[CH3:47][c:48]1[cH:49][cH:50][cH:51][cH:52][cH:53]1.[CH:37]1([O:43][C:44](=[O:45])[Cl:46])[CH2:38][CH2:39][CH2:40][CH2:41][CH2:42]1.[Na+:36].[c:1]1(-[c:7]2[n:8][c:9]([S:18][CH2:19][CH2:20][CH2:21][CH2:22][CH2:23][NH:24][CH2:25][CH2:26][CH2:27][CH2:28][CH2:29][CH2:30][CH3:31])[nH:10][c:11]2-[c:12]2[cH:13][cH:14][cH:15][cH:16][cH:17]2)[cH:2][cH:3][cH:4][cH:5][cH:6]1>>[c:1]1(-[c:7]2[n:8][c:9]([S:18][CH2:19][CH2:20][CH2:21][CH2:22][CH2:23][N:24]([CH2:25][CH2:26][CH2:27][CH2:28][CH2:29][CH2:30][CH3:31])[C:44]([O:43][CH:37]3[CH2:38][CH2:39][CH2:40][CH2:41][CH2:42]3)=[O:45])[nH:10][c:11]2-[c:12]2[cH:13][cH:14][cH:15][cH:16][cH:17]2)[cH:2][cH:3][cH:4][cH:5][cH:6]1. The reactants are ClC=1C=C2C(=NC1)N(C=C2C2=NC=C(C(=N2)NC2CC(CCC2)=O)F)S(=O)(=O)C2=CC=C(C=C2)C (3-[[2-[5-chloro-1-(p-tolylsulfonyl)pyrrolo[2,3-b]pyridin-3-yl]-5-fluoro-pyrimidin-4-yl]amino]cyclohexanone), ClC=1C=C2C(=NC1)N(C=C2C2=NC=C(C(=N2)NC2CC(CCC2)=O)F)S(=O)(=O)C2=CC=CC=C2 (3-(2-(5-chloro-1-(phenylsulfonyl)-1H-pyrrolo[2,3-b]pyridin-3-yl)-5-fluoropyrimidin-4-ylamino)cyclohexanone), C[Mg]Br (methylmagnesium bromide). The solvent is C(C)(=O)OCC (ethyl acetate), [NH4+].[Cl-] (NH4Cl), C1CCOC1 (THF). Conditions: temperature 0 celsius, time 1 hour. The product is ClC=1C=C2C(=NC1)N(C=C2C2=NC=C(C(=N2)NC2CC(CCC2)(O)C)F)S(=O)(=O)C2=CC=CC=C2 (3-(2-(5-chloro-1-(phenylsulfonyl)-1H-pyrrolo[2,3-b]pyridin-3-yl)-5-fluoropyrimidin-4-ylamino)-1-methylcyclohexanol). RXN SMILES: [Cl:1][C:2]1[CH:3]=[C:4]2[C:10]([C:11]3[N:16]=[C:15]([NH:17][CH:18]4[CH2:23][CH2:22][CH2:21][C:20](=[O:24])[CH2:19]4)[C:14]([F:25])=[CH:13][N:12]=3)=[CH:9][N:8]([S:26]([C:29]3[CH:34]=[CH:33][C:32](C)=[CH:31][CH:30]=3)(=[O:28])=[O:27])[C:5]2=[N:6][CH:7]=1.Cl[C:37]1C=C2C(C3N=C(NC4CCCC(=O)C4)C(F)=CN=3)=CN(S(C3C=CC=CC=3)(=O)=O)C2=NC=1.C[Mg]Br>C1COCC1.C(OCC)(=O)C.[NH4+].[Cl-]>[Cl:1][C:2]1[CH:3]=[C:4]2[C:10]([C:11]3[N:16]=[C:15]([NH:17][CH:18]4[CH2:23][CH2:22][CH2:21][C:20]([CH3:37])([OH:24])[CH2:19]4)[C:14]([F:25])=[CH:13][N:12]=3)=[CH:9][N:8]([S:26]([C:29]3[CH:34]=[CH:33][CH:32]=[CH:31][CH:30]=3)(=[O:28])=[O:27])[C:5]2=[N:6][CH:7]=1 |f:5.6|. Procedure: To a cold (0° C.) solution of 3-[[2-[5-chloro-1-(p-tolylsulfonyl)pyrrolo[2,3-b]pyridin-3-yl]-5-fluoro-pyrimidin-4-yl]amino]cyclohexanone, 28a, (0.47 g, 0.92 mmol) in THF (5 mL) was added methylmagnesium bromide (3.30 ml of 1.4M solution, 4.58 mmol). The reaction mixture was stirred at 0° C. for 1 h. The reaction mixture was diluted with ethyl acetate and aqueous saturated NH4Cl solution. The organic phase was separated, dried (MgSO4), filtered and concentrated in vacuo. The products were purifie...